This data is from the Open Reaction Database (ORD), a public repository of structured organic reaction records. The task is: describe an organic reaction: reactants, conditions, products, and yield Reactants: N(=C=O)C1=CC=CC2=CC=CC=C12 (1-isocyanatonaphthalene), C1(=CC=C(C=C1)CO)CO (1,4-phenylene-dimethanol). Reagents/catalysts: CN(C)C=1C=CN=CC1 (DMAP). Run in CN(C)C=O (DMF). Reaction conditions: time 12 hour. Yields the product C1(=CC=CC2=CC=CC=C12)NC(OCC1=CC=C(C=C1)CO)=O (4-(Hydroxymethyl)benzyl naphthalen-1-ylcarbamate). The yield is 56.0%. As a reaction SMILES: [N:1]([C:4]1[C:13]2[C:8](=[CH:9][CH:10]=[CH:11][CH:12]=2)[CH:7]=[CH:6][CH:5]=1)=[C:2]=[O:3].[C:14]1([CH2:22][OH:23])[CH:19]=[CH:18][C:17]([CH2:20][OH:21])=[CH:16][CH:15]=1>CN(C=O)C.CN(C1C=CN=CC=1)C>[C:4]1([NH:1][C:2](=[O:3])[O:21][CH2:20][C:17]2[CH:18]=[CH:19][C:14]([CH2:22][OH:23])=[CH:15][CH:16]=2)[C:13]2[C:8](=[CH:9][CH:10]=[CH:11][CH:12]=2)[CH:7]=[CH:6][CH:5]=1. Procedure: To a solution of 1-isocyanatonaphthalene (1.69 g, 10 mmol) and 1,4-phenylene-dimethanol (4.14 g, 30 mmol) in anhydrous DMF was added DMAP (0.06 g, 0.5 mmol). The resulting mixture was stirred at room temperature for 12 h. The solvent was removed in vacuo to give a solid, which was recrystallized using ethyl acetate to produce 7 (1.72 g, 5.6 mmol) as a white solid in 56% yield: m.p.: 158-159° C.; IR (thin film): 3325, 1691, 1542, 1420, 1245, 1237 cm−1; 1H NMR (500 MHz, CDCl3): 6 1H NMR (500 MHz, ... Reactants: NC1=CC(=NN1)C1=CC=CC=C1 (5-amino-3-phenylpyrazole), O.NN (hydrazine hydrate), NC1=CC=NN1CC (5-amino-1-ethylpyrazole), C(C)NN (ethylhydrazine). Yields the product C(C)N1N=C2C=3C(=NC=4NN=C(C4C13)C1=CC=CC=C1)CCC1=C2C=CC=C1 (2-ethyl-2,5,7,8-tetrahydro-3-phenyl-1,2,4,5,6-pentaazabenzo[6,7]cyclohepta[1,2,3-cd]-as-indacene). Reaction SMILES: [NH2:1][C:2]1[NH:6][N:5]=[C:4]([C:7]2[CH:12]=[CH:11][CH:10]=[CH:9][CH:8]=2)[CH:3]=1.N[C:14]1[N:18]([CH2:19][CH3:20])[N:17]=[CH:16][CH:15]=1.[CH2:21](NN)[CH3:22].O.NN>>[CH2:19]([N:18]1[C:14]2[C:3]3[C:4]([C:7]4[CH:12]=[CH:11][CH:10]=[CH:9][CH:8]=4)=[N:5][NH:6][C:2]=3[N:1]=[C:8]3[CH2:9][CH2:10][C:22]4[CH:21]=[CH:7][CH:4]=[CH:3][C:2]=4[C:16]([C:15]=23)=[N:17]1)[CH3:20] |f:3.4|. Procedure: By substituting 5-amino-3-phenylpyrazole for the 5-amino-1-ethylpyrazole in part a of Example 1 and continuing as in that Example but substituting ethylhydrazine for the hydrazine hydrate in part e, 2-ethyl-2,5,7,8-tetrahydro-3-phenyl-1,2,4,5,6-pentaazabenzo[6,7]cyclohepta[1,2,3-cd]-as-indacene is obtained. Reaction SMILES: [C:1](#[N:2])[c:3]1[n:4][cH:5][c:6]([CH2:9][CH2:10][O:11][C:12]([c:13]2[cH:14][cH:15][cH:16][cH:17][cH:18]2)([c:19]2[cH:20][cH:21][cH:22][cH:23][cH:24]2)[c:25]2[cH:26][cH:27][cH:28][cH:29][cH:30]2)[cH:7][cH:8]1.[CH:31]([OH:32])=[O:33]>>[C:1](#[N:2])[c:3]1[n:4][cH:5][c:6]([CH2:9][CH2:10][OH:11])[cH:7][cH:8]1. The product is N#Cc1ccc(CCO)cn1. Reactants: N#Cc1ccc(CCOC(c2ccccc2)(c2ccccc2)c2ccccc2)cn1, O=CO. Starting materials: solution, C(C)(CC)[Li] (sec-butyl lithium), C1CCCCC1 (cyclohexane), C[Si](C)(C)Cl (trimethylsilyl chloride), ClC1=C(C(=CC=C1)F)C(F)(F)F (1-Chloro-3-fluoro-2-(trifluoromethyl)benzene). Run in O1CCCC1 (tetrahydrofuran). Run at temperature -70 celsius, time 2 hour. Yields the product ClC1=C(C(=C(C=C1)[Si](C)(C)C)F)C(F)(F)F ([4-chloro-2-fluoro-3-(trifluoromethyl)phenyl](trimethyl)silane). Isolated yield 76.5%. RXN SMILES: [Cl:1][C:2]1[CH:7]=[CH:6][CH:5]=[C:4]([F:8])[C:3]=1[C:9]([F:12])([F:11])[F:10].C([Li])(CC)C.C1CCCCC1.[CH3:24][Si:25](Cl)([CH3:27])[CH3:26]>O1CCCC1>[Cl:1][C:2]1[CH:7]=[CH:6][C:5]([Si:25]([CH3:27])([CH3:26])[CH3:24])=[C:4]([F:8])[C:3]=1[C:9]([F:12])([F:10])[F:11]. Reported procedure: 1-Chloro-3-fluoro-2-(trifluoromethyl)benzene (10 g, 50 mmol) was dissolved in tetrahydrofuran (100 ml), cooled to −70° C. under argon, and treated with a 1.4M solution of sec-butyl lithium in cyclohexane (37.5 ml, 52.5 mmol). Stirring was continued for 2 hrs and then trimethylsilyl chloride (6.7 ml, 52.5 mmol) was added and stirring continued, still at −70° C., for a further 1 hr. The mixture was allowed to warm to room temperature and the tetrahydrofuran was then removed in vacuo. The residue w... The reactants are OC1=CC=NC2=C(C=CC=C12)[N+](=O)[O-] (4-hydroxy-8-nitroquinoline), C(C=C)Br (allyl bromide), C([O-])([O-])=O.[K+].[K+] (potassium carbonate). The solvent is ClCCl (dichloromethane), CN(C=O)C (dimethylformamide). Conditions: temperature 50 celsius, time 6 hour. The product is C(C=C)OC1=CC=NC2=C(C=CC=C12)[N+](=O)[O-] (4-allyloxy-8-nitroquinoline). Yield: 49.6%. RXN SMILES: [OH:1][C:2]1[C:11]2[C:6](=[C:7]([N+:12]([O-:14])=[O:13])[CH:8]=[CH:9][CH:10]=2)[N:5]=[CH:4][CH:3]=1.[CH2:15](Br)[CH:16]=[CH2:17].C(=O)([O-])[O-].[K+].[K+]>CN(C)C=O.ClCCl>[CH2:17]([O:1][C:2]1[C:11]2[C:6](=[C:7]([N+:12]([O-:14])=[O:13])[CH:8]=[CH:9][CH:10]=2)[N:5]=[CH:4][CH:3]=1)[CH:16]=[CH2:15] |f:2.3.4|. Reported procedure: To a solution of 4-hydroxy-8-nitroquinoline (200 mg) and allyl bromide (140 mg) in dimethylformamide (2 ml) was added potassium carbonate (290 mg) at 0° C., and the mixture was stirred for 6 hours at 50° C. The mixture was diluted with dichloromethane and washed with water, dried over magnesium sulfate and evaporated in vacuo. The residue was dissolved into hot ethyl acetate (2 ml), and the solution was stirred at ambient temperature. The resulting precipitate was collected by filtration to give... The reactants are CCOC(C)=O, Cl, CC1CN(c2ncc3cc(F)ccc3n2)CCN(C(=O)OC(C)(C)C)C1C. Yields the product CC1CN(c2ncc3cc(F)ccc3n2)CCNC1C. As a reaction SMILES: [CH3:29][CH2:30][O:31][C:32](=[O:33])[CH3:34].[ClH:1].[F:2][c:3]1[cH:4][c:5]2[cH:6][n:7][c:8]([N:13]3[CH2:14][CH2:15][N:16]([C:22]([O:23][C:24]([CH3:25])([CH3:26])[CH3:27])=[O:28])[CH:17]([CH3:21])[CH:18]([CH3:20])[CH2:19]3)[n:9][c:10]2[cH:11][cH:12]1>>[F:2][c:3]1[cH:4][c:5]2[cH:6][n:7][c:8]([N:13]3[CH2:14][CH2:15][NH:16][CH:17]([CH3:21])[CH:18]([CH3:20])[CH2:19]3)[n:9][c:10]2[cH:11][cH:12]1.